This data is from the Open Reaction Database (ORD), a public repository of structured organic reaction records. The task is: describe an organic reaction: reactants, conditions, products, and yield Starting materials: C(C)NCC (diethylamine), C(C1=CC=CC=C1)N1C=2N(C3=C1C=CC=C3)C(=C(N2)CBr)C(=O)OCC (9-benzyl-2-bromomethyl-3-ethoxycarbonylimidazo[1,2-a]benzimidazole), ( 7 ). Solvent: C1=CC=CC=C1 (benzene). The product is C(C1=CC=CC=C1)N1C=2N(C3=C1C=CC=C3)C(=C(N2)CN(CC)CC)C(=O)OCC (9-Benzyl-2-diethylaminomethyl-3-ethoxycarbonylimidazo[1,2-a]benzimidazole). The yield is 96.0%. Reaction SMILES: [CH2:1]([NH:3][CH2:4][CH3:5])[CH3:2].[CH2:6]([N:13]1[C:17]2[CH:18]=[CH:19][CH:20]=[CH:21][C:16]=2[N:15]2[C:22]([C:27]([O:29][CH2:30][CH3:31])=[O:28])=[C:23]([CH2:25]Br)[N:24]=[C:14]12)[C:7]1[CH:12]=[CH:11][CH:10]=[CH:9][CH:8]=1>C1C=CC=CC=1>[CH2:6]([N:13]1[C:17]2[CH:18]=[CH:19][CH:20]=[CH:21][C:16]=2[N:15]2[C:22]([C:27]([O:29][CH2:30][CH3:31])=[O:28])=[C:23]([CH2:25][N:3]([CH2:4][CH3:5])[CH2:1][CH3:2])[N:24]=[C:14]12)[C:7]1[CH:12]=[CH:11][CH:10]=[CH:9][CH:8]=1. Procedure: Add 1.04 ml (10 mmol) of diethylamine to a hot solution of 9-benzyl-2-bromomethyl-3-ethoxycarbonylimidazo[1,2-a]benzimidazole (2.01 g, 5 mmol), prepared as described for the alkylated analogues in Khim. Farm. ZH 88, 22 (7), 815-9, in 20 ml of benzene. Heat at reflux for one hour, cool. Remove the resulting precipitate, evaporate the benzene, and the residue is recrystallised by hexane to yield the title compound. As a reaction SMILES: [C:1]([CH2:3][C:4]1[CH:5]=[C:6]([C:10](O)=[O:11])[S:7][C:8]=1[CH3:9])#[N:2]>C1COCC1>[OH:11][CH2:10][C:6]1[S:7][C:8]([CH3:9])=[C:4]([CH2:3][C:1]#[N:2])[CH:5]=1. The solvent is C1CCOC1 (THF). Isolated yield 41.4%. Procedure details: A solution of 4-cyanomethyl-5-methyl-thiophene-2-carboxylic acid (12.3g, 67.9 mmol) in THF (400 mL) is treated with borane-dimethylsulfide complex (7.5 mL, 10 M, 74.7 mmol) dropwise via syringe. The mixture is heated to a gentle reflux for 2 h. After cooling, the mixture is quenched with water and extracted with dichloromethane (3×). The combined organic layers are dried over Na2SO4, filtered and concentrated in vacuo. The resulting residue is purified by flash chromatography (silica gel, 30-50%... The product is OCC1=CC(=C(S1)C)CC#N ((5-hydroxymethyl-2-methyl-thiophen-3-yl)-acetonitrile). Reactants: C(#N)CC=1C=C(SC1C)C(=O)O (4-cyanomethyl-5-methyl-thiophene-2-carboxylic acid). Starting materials: NC1=C(C(=O)OC)C(=CC(=C1)OC)OC (methyl 2-amino-4,6-dimethoxybenzoate), C(C)(=O)O.C(=N)N (formamidine acetate). Run in COCCO (2-methoxyethanol). The product is COC1=C2CNC=NC2=CC(=C1)OC (5,7-dimethoxy-3,4-dihydroquinazolin). The yield is 99.6%. Reaction SMILES: [NH2:1][C:2]1[CH:11]=[C:10]([O:12][CH3:13])[CH:9]=[C:8]([O:14][CH3:15])[C:3]=1[C:4](OC)=O.C(O)(=O)C.[CH:20](N)=[NH:21]>COCCO>[CH3:15][O:14][C:8]1[CH:9]=[C:10]([O:12][CH3:13])[CH:11]=[C:2]2[C:3]=1[CH2:4][NH:21][CH:20]=[N:1]2 |f:1.2|. Reported procedure: A mixture of methyl 2-amino-4,6-dimethoxybenzoate (16 g), formamidine acetate (24 g) and 2-methoxyethanol (330 ml) was stirred and heated to reflux until all of the starting material had reacted. The mixture was evaporated and the residue was triturated under water (100 ml). The resultant solid was isolated, washed with water and dried under vacuum to give 5,7-dimethoxy-3,4-dihydroquinazolin one (14.5 g); NMR Spectrum: (DMSOd6) 3.82 (s, 3H), 3.86 (s, 3H), 6.5 (s, 1H), 6.7 (s, 1H), 7.9 (s, 1H), 1... Starting materials: CO, COC(=O)c1cnc(C)c(F)c1, [Na+], [OH-], O. The product is Cc1ncc(C(=O)O)cc1F. As a reaction SMILES: [CH3:13][OH:14].[CH3:1][O:2][C:3]([c:4]1[cH:5][n:6][c:7]([CH3:11])[c:8]([F:10])[cH:9]1)=[O:12].[Na+:16].[OH-:15].[OH2:17]>>[O:2]=[C:3]([c:4]1[cH:5][n:6][c:7]([CH3:11])[c:8]([F:10])[cH:9]1)[OH:12]. Starting materials: cuprous hydrochloride, Cl (hydrochloric acid), N (ammonia), aqueous solution, N(=O)[O-].[Na+] (sodium nitrite), FC=1C(=C2CCC(NC2=CC1)C)NC(C)=O (6-Fluoro-5-acetylamino-1,2,3,4-tetrahydroquinaldine), Cl (hydrochloric acid). Solvent: O (water). Run at time 1 hour. Yields the product FC=1C(=C2CCC(NC2=CC1)C)Cl (6-fluoro-5-chloro-1,2,3,4-tetrahydroquinaldine). RXN SMILES: [F:1][C:2]1[C:3](NC(=O)C)=[C:4]2[C:9](=[CH:10][CH:11]=1)[NH:8][CH:7]([CH3:12])[CH2:6][CH2:5]2.N([O-])=O.[Na+].N.[ClH:22]>O>[F:1][C:2]1[C:3]([Cl:22])=[C:4]2[C:9](=[CH:10][CH:11]=1)[NH:8][CH:7]([CH3:12])[CH2:6][CH2:5]2 |f:1.2|. Procedure: 6-Fluoro-5-acetylamino-1,2,3,4-tetrahydroquinaldine (8 g) was dissolved in a mixture of 35 ml of concentrated hydrochloric acid and 20 ml of water. After refluxing the solution for 1 hour 10 ml of an aqueous solution having dissolved therein 5 g of sodium nitrite was added dropwise to the solution under ice-cooling taking care that the reaction temperature should not exceed 5° C. After completion of the addition the reaction mixture was stirred at the same temperature as above for 1 hour and pou...